Dataset: the Open Reaction Database (ORD), a public repository of structured organic reaction records. Task: describe an organic reaction: reactants, conditions, products, and yield Reactants: C(C)O[C@@H]1[C@@H](CN(C1)C1=NC=CC=N1)NC1=NC(=C(N=C1CC)C=1C(=NC(=CC1)OC)C)CC (N-[(3R,4S)-4-ethoxy-1-pyrimidin-2-ylpyrrolidin-3-yl]-3,6-diethyl-5-(6-methoxy-2-methylpyridin-3-yl)pyrazin-2-amine), BrC=1SC=CN1 (2-bromothiazole), COC1=NC(=CC=C1C=1N=C(C(=NC1CC)N[C@@H]1CNC[C@@H]1OCC)CC)OC (5-(2,6-dimethoxypyridin-3-yl)-N-[(3R,4S)-4-ethoxypyrrolidin-3-yl]-3,6-diethylpyrazin-2-amine). The product is COC1=NC(=CC=C1C=1N=C(C(=NC1CC)N[C@@H]1CN(C[C@@H]1OCC)C=1SC=CN1)CC)OC (5-(2,6-dimethoxypyridin-3-yl)-N-[(3R,4S)-4-ethoxy-1-(1,3-thiazol-2-yl)pyrrolidin-3-yl]-3,6-diethylpyrazin-2-amine). As a reaction SMILES: C(O[C@H]1CN(C2N=CC=CN=2)C[C@H]1NC1C(CC)=NC(C2C(C)=NC(OC)=CC=2)=C(CC)N=1)C.Br[C:36]1[S:37][CH:38]=[CH:39][N:40]=1.[CH3:41][O:42][C:43]1[C:48]([C:49]2[N:50]=[C:51]([CH2:66][CH3:67])[C:52]([NH:57][C@H:58]3[C@@H:62]([O:63][CH2:64][CH3:65])[CH2:61][NH:60][CH2:59]3)=[N:53][C:54]=2[CH2:55][CH3:56])=[CH:47][CH:46]=[C:45]([O:68][CH3:69])[N:44]=1>>[CH3:41][O:42][C:43]1[C:48]([C:49]2[N:50]=[C:51]([CH2:66][CH3:67])[C:52]([NH:57][C@H:58]3[C@@H:62]([O:63][CH2:64][CH3:65])[CH2:61][N:60]([C:36]4[S:37][CH:38]=[CH:39][N:40]=4)[CH2:59]3)=[N:53][C:54]=2[CH2:55][CH3:56])=[CH:47][CH:46]=[C:45]([O:68][CH3:69])[N:44]=1. Reported procedure: Following the procedure for the preparation of N-[(3R,4S)-4-ethoxy-1-pyrimidin-2-ylpyrrolidin-3-yl]-3,6-diethyl-5-(6-methoxy-2-methylpyridin-3-yl)pyrazin-2-amine but substituting 2-bromothiazole and starting with 5-(2,6-dimethoxypyridin-3-yl)-N-[(3R,4S)-4-ethoxypyrrolidin-3-yl]-3,6-diethylpyrazin-2-amine provided the title compound as an amorphous solid. 1H NMR (400 MHz, CDCl3) δ) 7.54, 7.23, 6.52, 6.43, 5.21, 4.92, 4.25, 4.00, 3.97, 3.93, 3.80–3.73, 3.54, 3.44, 2.72, 2.52, 1.33–1.26, 1.18; IR (... Reactants: COC(=O)C1(C(C)C)C=CC(n2c(C)ccc2C)C1, CO, [Na+], [OH-]. The product is Cc1ccc(C)n1C1C=CC(C(=O)O)(C(C)C)C1. RXN SMILES: [CH3:1][c:2]1[n:3]([CH:8]2[CH:9]=[CH:10][C:11]([C:13](=[O:14])[O:15][CH3:16])([CH:17]([CH3:18])[CH3:19])[CH2:12]2)[c:4]([CH3:7])[cH:5][cH:6]1.[CH3:22][OH:23].[Na+:21].[OH-:20]>>[CH3:1][c:2]1[n:3]([CH:8]2[CH:9]=[CH:10][C:11]([C:13](=[O:14])[OH:15])([CH:17]([CH3:18])[CH3:19])[CH2:12]2)[c:4]([CH3:7])[cH:5][cH:6]1. Reactants: CC=1N(C=2C(=NC=C(C2)C=2C=CC3=C(CNCCO3)C2)N1)C(=O)OCC(C)C (2-methylpropyl 2-methyl-6-(2,3,4,5-tetrahydro-1,4-benzoxazepin-7-yl)-1H-imidazo[4,5-b]pyridine-1-carboxylate), ClC1=NC(=NC=2CCC(CC12)(C)C)CNS(=O)(=O)C (N-((4-chloro-6,6-dimethyl-5,6,7,8-tetrahydroquinazolin-2-yl)methyl)methanesulfonamide). The product is CC1(CC=2C(=NC(=NC2CC1)CNS(=O)(=O)C)N1CCOC2=C(C1)C=C(C=C2)C=2C=C1C(=NC2)N=C(N1)C)C (N-({6,6-dimethyl-4-[7-(2-methyl-1H-imidazo[4,5-b]pyridin-6-yl)-2,3-dihydro-1,4-benzoxazepin-4(5H)-yl]-5,6,7,8-tetrahydroquinazolin-2-yl}methyl)methanesulfonamide). Reaction SMILES: [CH3:1][C:2]1[N:3](C(OCC(C)C)=O)[C:4]2[C:5]([N:21]=1)=[N:6][CH:7]=[C:8]([C:10]1[CH:11]=[CH:12][C:13]3[O:19][CH2:18][CH2:17][NH:16][CH2:15][C:14]=3[CH:20]=1)[CH:9]=2.Cl[C:30]1[C:39]2[CH2:38][C:37]([CH3:41])([CH3:40])[CH2:36][CH2:35][C:34]=2[N:33]=[C:32]([CH2:42][NH:43][S:44]([CH3:47])(=[O:46])=[O:45])[N:31]=1>>[CH3:40][C:37]1([CH3:41])[CH2:36][CH2:35][C:34]2[N:33]=[C:32]([CH2:42][NH:43][S:44]([CH3:47])(=[O:46])=[O:45])[N:31]=[C:30]([N:16]3[CH2:15][C:14]4[CH:20]=[C:10]([C:8]5[CH:9]=[C:4]6[NH:3][C:2]([CH3:1])=[N:21][C:5]6=[N:6][CH:7]=5)[CH:11]=[CH:12][C:13]=4[O:19][CH2:18][CH2:17]3)[C:39]=2[CH2:38]1. Procedure: Prepared by the method of example 6 using 2-methylpropyl 2-methyl-6-(2,3,4,5-tetrahydro-1,4-benzoxazepin-7-yl)-1H-imidazo[4,5-b]pyridine-1-carboxylate and N-((4-chloro-6,6-dimethyl-5,6,7,8-tetrahydroquinazolin-2-yl)methyl)methanesulfonamide (reagent preparation 17) in step 3. 1H NMR (400 MHz, DMSO-d6) δ 8.52 (br s, 1H), 8.05 (br s, 1H), 7.74 (d, 1H), 7.56 (dd, 1H), 7.27 (t, 1H), 7.06 (d, 1H), 4.68 (s, 2H), 4.37-4.31 (m, 2H), 4.12 (d, 2H), 3.93-3.87 (m, 2H), 2.85 (s, 3H), 2.71 (t, 2H), 2.54 (s, 3... Reactants: CC(C)(C)[Si](C)(C)OCc1cc2n(c(=O)c1)CCC2, CC(=O)O, CCCC[N+](CCCC)(CCCC)CCCC, [F-], C1CCOC1. Product: O=c1cc(CO)cc2n1CCC2. RXN SMILES: [CH3:1][C:2]([Si:3]([CH3:4])([CH3:5])[O:6][CH2:7][c:8]1[cH:9][c:10](=[O:17])[n:11]2[c:15]([cH:16]1)[CH2:14][CH2:13][CH2:12]2)([CH3:18])[CH3:19].[CH3:20][C:21](=[O:22])[OH:23].[CH3:25][CH2:26][CH2:27][CH2:28][N+:29]([CH2:30][CH2:31][CH2:32][CH3:33])([CH2:34][CH2:35][CH2:36][CH3:37])[CH2:38][CH2:39][CH2:40][CH3:41].[F-:24].[O:42]1[CH2:43][CH2:44][CH2:45][CH2:46]1>>[OH:6][CH2:7][c:8]1[cH:9][c:10](=[O:17])[n:11]2[c:15]([cH:16]1)[CH2:14][CH2:13][CH2:12]2. The reactants are COc1c(CBr)cccc1Oc1cccc(Cl)c1, CS(C)=O, N#C[Na]. The product is COc1c(CC#N)cccc1Oc1cccc(Cl)c1. Reaction SMILES: [CH3:1][O:2][c:3]1[c:4]([O:11][c:12]2[cH:13][c:14]([Cl:18])[cH:15][cH:16][cH:17]2)[cH:5][cH:6][cH:7][c:8]1[CH2:9][Br:10].[CH3:22][S:23](=[O:24])[CH3:25].[Na:19][C:20]#[N:21]>>[CH3:1][O:2][c:3]1[c:4]([O:11][c:12]2[cH:13][c:14]([Cl:18])[cH:15][cH:16][cH:17]2)[cH:5][cH:6][cH:7][c:8]1[CH2:9][C:20]#[N:21]. The reactants are [OH-].[Na+] (sodium hydroxide), S(O)(O)(=O)=O (sulfuric acid), FC(C(=O)OC)(C(C(OC(=C(F)F)F)(F)F)(F)F)F (methyl perfluoro(4-vinyloxybutyrate)), [Na] (sodium). Run in O (water). Reaction conditions: time 1.5 hour. The product is FC(C(=O)O)(C(C(OC(=C(F)F)F)(F)F)(F)F)F (perfluoro(4-vinyloxybutyric acid)). The yield is 313.3%. RXN SMILES: [OH-].[Na+].[F:3][C:4]([F:21])([C:9]([F:20])([F:19])[C:10]([F:18])([F:17])[O:11][C:12]([F:16])=[C:13]([F:15])[F:14])[C:5]([O:7]C)=[O:6].[Na].S(=O)(=O)(O)O>O>[F:3][C:4]([F:21])([C:9]([F:19])([F:20])[C:10]([F:18])([F:17])[O:11][C:12]([F:16])=[C:13]([F:14])[F:15])[C:5]([OH:7])=[O:6] |f:0.1,^1:21|. Procedure details: (1') An aqueous solution containing 40 g (0.1 mole) of sodium hydroxide dissolved in 160 ml of water was added to 306 g (0.1 mole)of methyl perfluoro(4-vinyloxybutyrate) at 0°-5° C. over 5 hours, and the mixture was returned to room temperature with stirring over 1.5 hours and then left standing for 12 hours. By distilling off water and heating the residue to dryness under reduced pressure, sodium perfluoro(4-vinyloxybutyrate) was quantitatively obtained. 100 g of the sodium salt was suspended i...